From a dataset of the Open Reaction Database (ORD), a public repository of structured organic reaction records. describe an organic reaction: reactants, conditions, products, and yield The reactants are CS(=O)(=O)O (methanesulphonic acid), NCC(O)C1=C(C=CC(=C1)S(N)(=O)=O)OC (α-Aminomethyl-2-methoxy-5-sulphamoylbenzenemethanol). Solvent: solution, CO (methanol). Yields the product CS(=O)(=O)OC(C1=C(C=CC(=C1)S(N)(=O)=O)OC)CN (α-Aminomethyl-2-methoxy-5-sulphamoylbenzenemethanol methanesulphonate). RXN SMILES: [CH3:1][S:2]([OH:5])(=[O:4])=[O:3].[NH2:6][CH2:7][CH:8]([C:10]1[CH:15]=[C:14]([S:16](=[O:19])(=[O:18])[NH2:17])[CH:13]=[CH:12][C:11]=1[O:20][CH3:21])O>CO>[CH3:1][S:2]([O:5][CH:8]([CH2:7][NH2:6])[C:10]1[CH:15]=[C:14]([S:16](=[O:18])(=[O:19])[NH2:17])[CH:13]=[CH:12][C:11]=1[O:20][CH3:21])(=[O:4])=[O:3]. Reported procedure: One equivalent of methanesulphonic acid in 2M solution in methanol is added to the product obtained in step 1.2. after recrystallization in methanol and diethyl ether and drying in a desiccator under vacuum over phosphorus pentoxide, 0.370 g of product is obtained.